From a dataset of the Open Reaction Database (ORD), a public repository of structured organic reaction records. describe an organic reaction: reactants, conditions, products, and yield Reactants: BrC1=CC2=C(OCC(C3=C2N=C(S3)C(=O)OCC)CO)C=C1 (ethyl 9-bromo-4-(hydroxymethyl)-4,5-dihydrobenzo[2,3]oxepino[4,5-d]thiazole-2-carboxylate), CI (MeI). Reagents/catalysts: [Ag]=O (silver oxide). Run in ClCCl (dichloromethane). Conditions: temperature 50 celsius, time 6 hour. Product: BrC1=CC2=C(OCC(C3=C2N=C(S3)C(=O)OCC)COC)C=C1 (ethyl 9-bromo-4-(methoxymethyl)-4,5-dihydrobenzo[2,3]oxepino[4,5-d]thiazole-2-carboxylate). The yield is 53.1%. As a reaction SMILES: [Br:1][C:2]1[CH:22]=[CH:21][C:5]2[O:6][CH2:7][CH:8]([CH2:19][OH:20])[C:9]3[S:13][C:12]([C:14]([O:16][CH2:17][CH3:18])=[O:15])=[N:11][C:10]=3[C:4]=2[CH:3]=1.[CH3:23]I>ClCCl.[Ag]=O>[Br:1][C:2]1[CH:22]=[CH:21][C:5]2[O:6][CH2:7][CH:8]([CH2:19][O:20][CH3:23])[C:9]3[S:13][C:12]([C:14]([O:16][CH2:17][CH3:18])=[O:15])=[N:11][C:10]=3[C:4]=2[CH:3]=1. Procedure details: A suspension of ethyl 9-bromo-4-(hydroxymethyl)-4,5-dihydrobenzo[2,3]oxepino[4,5-d]thiazole-2-carboxylate (200 mg, 0.52 mmol, 1.00 equiv), MeI (750 mg, 5.28 mmol, 10.00 equiv) and silver oxide (480 mg, 2.07 mmol, 4.00 equiv) in dichloromethane (15 mL) was stirred for 6 h at 50° C. The solids were filtered out and the filtrate was concentrated under vacuum. The residue was purified by a silica gel column with ethyl acetate/petroleum ether (1:10) to give 110 mg (53%) of the titled compound as an o... The reactants are 12.5, I.COC(CNC(=N)NCCN1CCC(CC1)NC1=NC2=C(N1CC1=CC=C(C=C1)F)C=CC=C2)OC (N-(2,2-dimethoxyethyl)-N'-[2-[4-[[1-[(4-fluorophenyl)methyl]-1H-benzimidazol-2-yl]amino]-1-piperidinyl]ethyl]guanidine monohydroiodide), Cl (hydrochloric acid), [OH-].[Na+] (sodium hydroxide). The product is FC1=CC=C(C=C1)CN1C(=NC2=C1C=CC=C2)NC2CCN(CC2)CCNC=2NC=CN2 (1-[(4-fluorophenyl)methyl]-N-[1-[2-(1H-imidazol-2-ylamino)ethyl]-4-piperidinyl]-1H-benzimidazol-2-amine). The yield is 26.0%. Reaction SMILES: I.CO[CH:4](OC)[CH2:5][NH:6][C:7]([NH:9][CH2:10][CH2:11][N:12]1[CH2:17][CH2:16][CH:15]([NH:18][C:19]2[N:23]([CH2:24][C:25]3[CH:30]=[CH:29][C:28]([F:31])=[CH:27][CH:26]=3)[C:22]3[CH:32]=[CH:33][CH:34]=[CH:35][C:21]=3[N:20]=2)[CH2:14][CH2:13]1)=[NH:8].Cl.[OH-].[Na+]>>[F:31][C:28]1[CH:29]=[CH:30][C:25]([CH2:24][N:23]2[C:22]3[CH:32]=[CH:33][CH:34]=[CH:35][C:21]=3[N:20]=[C:19]2[NH:18][CH:15]2[CH2:16][CH2:17][N:12]([CH2:11][CH2:10][NH:9][C:7]3[NH:6][CH:5]=[CH:4][N:8]=3)[CH2:13][CH2:14]2)=[CH:26][CH:27]=1 |f:0.1,3.4|. Reported procedure: A mixture of 12.5 parts of N-(2,2-dimethoxyethyl)-N'-[2-[4-[[1-[(4-fluorophenyl)methyl]-1H-benzimidazol-2-yl]amino]-1-piperidinyl]ethyl]guanidine monohydroiodide and 100 parts of a hydrochloric acid solution 10% was stirred and refluxed for 1 hour. The reaction mixture was poured onto crushed ice. The whole was treated with a sodium hydroxide solution. The product was extracted with dichloromethane. The extract was dried, filtered and evaporated. The solid residue was crystallized from 4-methyl-... Reactants: C([O-])([O-])=O.[K+].[K+] (potassium carbonate), COC(=O)C1=CNC=C1 (3-methoxycarbonyl-1H-pyrrole), ClC1=NC2=CC=CC=C2C=C1 (2-chloroquinoline), O (water). Solvent: CS(=O)C (dimethyl sulphoxide). Reaction conditions: temperature 100 celsius, time 23 hour. Yields the product COC(=O)C1=CN(C=C1)C1=NC2=CC=CC=C2C=C1 (3-methoxycarbonyl-1-(quinol-2-yl)-1H-pyrrole). Isolated yield 65.8%. As a reaction SMILES: C(=O)([O-])[O-].[K+].[K+].[CH3:7][O:8][C:9]([C:11]1[CH:15]=[CH:14][NH:13][CH:12]=1)=[O:10].Cl[C:17]1[CH:26]=[CH:25][C:24]2[C:19](=[CH:20][CH:21]=[CH:22][CH:23]=2)[N:18]=1.O>CS(C)=O>[CH3:7][O:8][C:9]([C:11]1[CH:15]=[CH:14][N:13]([C:17]2[CH:26]=[CH:25][C:24]3[C:19](=[CH:20][CH:21]=[CH:22][CH:23]=3)[N:18]=2)[CH:12]=1)=[O:10] |f:0.1.2|. Procedure: 1.73 g (12.5 mmol) of potassium carbonate are added at 20° C. under an argon atmosphere to 0.625 g (5 mmol) of 3-methoxycarbonyl-1H-pyrrole and 0.82 g (5 mmol) of 2-chloroquinoline dissolved in 10 mL of dimethyl sulphoxide. After stirring at 100° C. for 23 hours, the reaction mixture is poured into 30 mL of water and is then allowed to crystallise at 20° C. for 1 hour. After filtering off and air-drying the solid residue, 0.83 g of 3-methoxycarbonyl-1-(quinol-2-yl)-1H-pyrrole is obtained in the ... Reaction conditions: time 6 hour. Reaction SMILES: [CH2:1]=[CH:2][C:3]1[CH:8]=[CH:7][CH:6]=[CH:5][CH:4]=1.B1C2CCCC1CCC2.FC(F)(F)S(O[C:24]1[CH2:38][C@@H:37]([O:39][Si:40]([C:43]([CH3:46])([CH3:45])[CH3:44])([CH3:42])[CH3:41])[C@H:36](/[CH:47]=[CH:48]/[C@@H:49]([O:57][Si:58]([C:61]([CH3:64])([CH3:63])[CH3:62])([CH3:60])[CH3:59])[CH2:50][C@H:51]([CH3:56])[CH2:52][CH2:53][CH2:54][CH3:55])[C:25]=1[S:26][CH2:27][CH2:28][CH2:29][CH2:30][CH2:31][C:32]([O:34][CH3:35])=[O:33])(=O)=O.P([O-])([O-])([O-])=O.[K+].[K+].[K+].[O-][Si]([O-])=O.[Mg+2]>O1CCCC1>[CH2:1]([C:24]1[CH2:38][C@@H:37]([O:39][Si:40]([C:43]([CH3:46])([CH3:45])[CH3:44])([CH3:42])[CH3:41])[C@H:36](/[CH:47]=[CH:48]/[C@@H:49]([O:57][Si:58]([C:61]([CH3:62])([CH3:63])[CH3:64])([CH3:60])[CH3:59])[CH2:50][C@H:51]([CH3:56])[CH2:52][CH2:53][CH2:54][CH3:55])[C:25]=1[S:26][CH2:27][CH2:28][CH2:29][CH2:30][CH2:31][C:32]([O:34][CH3:35])=[O:33])[CH2:2][C:3]1[CH:8]=[CH:7][CH:6]=[CH:5][CH:4]=1 |f:3.4.5.6,7.8|. The yield is 47.4%. Procedure details: Styrene (150 μl, 1.0 mmol) in tetrahydrofuran (3 mL) was ice-cooled, then 9-BBN, (0.5M THF solution, 2.1 mL, 1.05 mmol) was added. This was agitated for 6 hours while gradually raising the reaction temperature to room temperature. Further, to this were added methyl (11R,12S,13E,15S,17R)-9-trifluoromethanesulfonyloxy-11,15-bis(tert-butyldimethylsiloxy)-17,20-dimethyl-7-thiaprosta-8,13-dienoate (233 mg, 0.3 mmol), bistriphenylphosphinepalladiumchloride (70 mg, 0.1 mmol), and tripotassium phosphate... The solvent is O1CCCC1 (tetrahydrofuran), O1CCCC1 (tetrahydrofuran), C1CCOC1 (THF). Starting materials: FC(S(=O)(=O)OC1=C(SCCCCCC(=O)OC)[C@H]([C@@H](C1)O[Si](C)(C)C(C)(C)C)\C=C\[C@H](C[C@@H](CCCC)C)O[Si](C)(C)C(C)(C)C)(F)F (methyl (11R,12S,13E,15S,17R)-9-trifluoromethanesulfonyloxy-11,15-bis(tert-butyldimethylsiloxy)-17,20-dimethyl-7-thiaprosta-8,13-dienoate), P(=O)([O-])([O-])[O-].[K+].[K+].[K+] (tripotassium phosphate), C=CC1=CC=CC=C1 (Styrene), [O-][Si](=O)[O-].[Mg+2] (Florisil), B1C2CCCC1CCC2 (9-BBN). Product: C(CC1=CC=CC=C1)C1=C(SCCCCCC(=O)OC)[C@H]([C@@H](C1)O[Si](C)(C)C(C)(C)C)\C=C\[C@H](C[C@@H](CCCC)C)O[Si](C)(C)C(C)(C)C (methyl (11R,12S,13E,15S,17R)-9-phenethyl-11,15-bis(tert-butyldimethylsiloxy)-17,20-dimethyl-7-thiaprosta-8,13-dienoate). Starting materials: CCC(NS(=O)C(C)(C)C)c1ccnc(Br)c1, CS(=O)[O-], CS(C)=O, CCOC(C)=O, [Cl-], [Cu]I, [NH4+], [Na+], [Na+], O=C([O-])O. Product: CCC(NS(=O)C(C)(C)C)c1ccnc(S(C)(=O)=O)c1. RXN SMILES: [Br:1][c:2]1[n:3][cH:4][cH:5][c:6]([CH:8]([CH2:9][CH3:10])[NH:11][S:12](=[O:13])[C:14]([CH3:15])([CH3:16])[CH3:17])[cH:7]1.[CH3:18][S:19](=[O:20])[O-:21].[CH3:23][S:24]([CH3:25])=[O:26].[CH3:34][CH2:35][O:36][C:37]([CH3:38])=[O:39].[Cl-:27].[Cu:40][I:41].[NH4+:28].[Na+:22].[Na+:33].[O-:29][C:30]([OH:31])=[O:32]>>[c:2]1([S:19]([CH3:18])(=[O:20])=[O:21])[n:3][cH:4][cH:5][c:6]([CH:8]([CH2:9][CH3:10])[NH:11][S:12](=[O:13])[C:14]([CH3:15])([CH3:16])[CH3:17])[cH:7]1. Reaction SMILES: C([O:3][C:4]([C:6]1[C:13]2[S:12][C:11]([NH:14][C:15](=[O:23])[C:16]3[CH:21]=[CH:20][C:19]([CH3:22])=[CH:18][CH:17]=3)=[N:10][C:9]=2[N:8]([C:24]([CH3:27])([CH3:26])[CH3:25])[CH:7]=1)=[O:5])C.[OH-].[Li+]>C1COCC1.O>[C:24]([N:8]1[C:9]2[N:10]=[C:11]([NH:14][C:15](=[O:23])[C:16]3[CH:21]=[CH:20][C:19]([CH3:22])=[CH:18][CH:17]=3)[S:12][C:13]=2[C:6]([C:4]([OH:5])=[O:3])=[CH:7]1)([CH3:27])([CH3:25])[CH3:26] |f:1.2|. Solvent: C1CCOC1 (THF), O (Water), O (water). The product is C(C)(C)(C)N1C=C(C2=C1N=C(S2)NC(C2=CC=C(C=C2)C)=O)C(=O)O (4-Tert-Butyl-2-(4-methyl-benzoylamino)-4H-pyrrolo[2,3-d]thiazole-6-carboxylic acid). The reactants are C(C)OC(=O)C1=CN(C=2N=C(SC21)NC(C2=CC=C(C=C2)C)=O)C(C)(C)C (4-tert-butyl-2-(4-methyl-benzoylamino)-4H-pyrrolo[2,3-d]thiazole-6-carboxylic acid ethyl ester), [OH-].[Li+] (lithium hydroxide). The yield is 83.7%. Reported procedure: Water (50 ml) was added to a stirred suspension of 4-tert-butyl-2-(4-methyl-benzoylamino)-4H-pyrrolo[2,3-d]thiazole-6-carboxylic acid ethyl ester (4.0 g, 10.5 mmol) and lithium hydroxide (1.0 g, 42.6 mmol) in THF (105 ml). The mixture was held at reflux for 18 hours, cooled, diluted with water (200 ml), and washed with ethyl acetate. The aqueous phase was chilled, then acidified (6M HCl), with stirring, to precipitate product. The solid was filtered and dried to yield 3.14 g (84%) of the product... Reactants: CC(C)(C)OC(=O)n1c(-c2ccccc2)c(Br)c2cc(CN3CCS(=O)(=O)CC3)cc([N+](=O)[O-])c21, CCOCC, Cl. The product is O=[N+]([O-])c1cc(CN2CCS(=O)(=O)CC2)cc2c(Br)c(-c3ccccc3)[nH]c12. As a reaction SMILES: [C:1]([O:2][C:3]([CH3:4])([CH3:5])[CH3:6])(=[O:7])[n:8]1[c:9](-[c:30]2[cH:31][cH:32][cH:33][cH:34][cH:35]2)[c:10]([Br:29])[c:11]2[cH:12][c:13]([CH2:20][N:21]3[CH2:22][CH2:23][S:24](=[O:27])(=[O:28])[CH2:25][CH2:26]3)[cH:14][c:15]([N+:17](=[O:18])[O-:19])[c:16]12.[CH2:37]([O:38][CH2:39][CH3:40])[CH3:41].[ClH:36]>>[nH:8]1[c:9](-[c:30]2[cH:31][cH:32][cH:33][cH:34][cH:35]2)[c:10]([Br:29])[c:11]2[cH:12][c:13]([CH2:20][N:21]3[CH2:22][CH2:23][S:24](=[O:27])(=[O:28])[CH2:25][CH2:26]3)[cH:14][c:15]([N+:17](=[O:18])[O-:19])[c:16]12.